This data is from the Open Reaction Database (ORD), a public repository of structured organic reaction records. The task is: describe an organic reaction: reactants, conditions, products, and yield Procedure details: A mixture of 4g. (0.016 M) of spiro(cyclohexane-1,2'-indan)-4-one ethylene ketal [10] (prepared in Example 20B) and 8 ml. of 2.5 N hydrochoric acid in 80 ml. of acetone is heated at reflux for about 4 hours. Most of the solvent is removed under vacuum and ether added. The organic layer is separated, washed with water and brine and evaporated to dryness. The residue is chromatographed on a 350 ml. column of silica gel with elution by methylene chloride. Those fractions similar by thin layer chrom... The solvent is CC(=O)C (acetone). Reactants: 4g, C1COC2(CCC3(CC4=CC(=CC=C4C3)C)CC2)O1 (6'-Methylspiro(cyclohexane-1,2'-indan)-4-one ethylene ketal), Cl (hydrochoric acid). Yields the product C1C2(CC3=CC=CC=C13)CCC(CC2)=O (spiro(cyclohexane-1,2'-indan)-4-one). Reaction SMILES: C1O[C:4]2([CH2:18][CH2:17][C:7]3([CH2:15][C:14]4[C:9](=[CH:10][C:11](C)=[CH:12][CH:13]=4)[CH2:8]3)[CH2:6][CH2:5]2)[O:3]C1.Cl>CC(C)=O>[CH2:8]1[C:9]2[C:14](=[CH:13][CH:12]=[CH:11][CH:10]=2)[CH2:15][C:7]21[CH2:17][CH2:18][C:4](=[O:3])[CH2:5][CH2:6]2. The reactants are ICCCC=1C(=NN(C1)CC1=CC=C(C=C1)OCC=1N=C(OC1C)C1=CC=CC=C1)C1=CC=CC=C1 (1-iodo-3-[1-[4-(5-methyl-2-phenyl-4-oxazolylmethoxy)benzyl]-3-phenyl-1H-pyrazol-4-yl]propane), [C-]#N.[Na+] (sodium cyanide), CS(=O)C (dimethyl sulfoxide). Run in O (water). Reaction conditions: temperature 60 celsius, time 2 hour. The product is CC1=C(N=C(O1)C1=CC=CC=C1)COC1=CC=C(CN2N=C(C(=C2)CCCC#N)C2=CC=CC=C2)C=C1 (4-[1-[4-(5-methyl-2-phenyl-4-oxazolylmethoxy)benzyl]-3-phenyl-1H-pyrazol-4-yl]butyronitrile). The yield is 92.4%. Reaction SMILES: I[CH2:2][CH2:3][CH2:4][C:5]1[C:6]([C:31]2[CH:36]=[CH:35][CH:34]=[CH:33][CH:32]=2)=[N:7][N:8]([CH2:10][C:11]2[CH:16]=[CH:15][C:14]([O:17][CH2:18][C:19]3[N:20]=[C:21]([C:25]4[CH:30]=[CH:29][CH:28]=[CH:27][CH:26]=4)[O:22][C:23]=3[CH3:24])=[CH:13][CH:12]=2)[CH:9]=1.[C-:37]#[N:38].[Na+].CS(C)=O>O>[CH3:24][C:23]1[O:22][C:21]([C:25]2[CH:30]=[CH:29][CH:28]=[CH:27][CH:26]=2)=[N:20][C:19]=1[CH2:18][O:17][C:14]1[CH:15]=[CH:16][C:11]([CH2:10][N:8]2[CH:9]=[C:5]([CH2:4][CH2:3][CH2:2][C:37]#[N:38])[C:6]([C:31]3[CH:36]=[CH:35][CH:34]=[CH:33][CH:32]=3)=[N:7]2)=[CH:12][CH:13]=1 |f:1.2|. Procedure details: A mixture of 1-iodo-3-[1-[4-(5-methyl-2-phenyl-4-oxazolylmethoxy)benzyl]-3-phenyl-1H-pyrazol-4-yl]propane (1.75 g), sodium cyanide (291 mg), and dimethyl sulfoxide (5 ml) was stirred at 60° C. for 2 hours. The reaction mixture was poured into water, which was extracted with ethyl acetate. The ethyl acetate layer was washed with saturated aqueous sodium chloride solution, dried (MgSO4), and then concentrated. The residue was subjected to silica gel column chromatography, and 4-[1-[4-(5-methyl-2-p... The reactants are C(CCC)[Li] (butyl lithium), C1(CCCC1)OC=1C=C(C=CC1OC)Br (3-cyclopentyloxy-4-methoxyphenyl bromide), [Cl-].[NH4+] (ammonium chloride), ClC1=C(C(=CC=C1)Cl)CC=O (2,6-dichlorophenylacetaldehyde). The solvent is CCCCCC (hexane), O1CCCC1 (tetrahydrofuran). Run at temperature -70 celsius, time 1 hour. The product is C1(CCCC1)OC=1C=C(C=CC1OC)C(CC1=C(C=CC=C1Cl)Cl)O (1-(3-cyclopentyloxy-4-methoxyphenyl)-2-(2,6-dichlorophenyl)ethanol). Yield: 33.1%. RXN SMILES: C([Li])CCC.[CH:6]1([O:11][C:12]2[CH:13]=[C:14](Br)[CH:15]=[CH:16][C:17]=2[O:18][CH3:19])[CH2:10][CH2:9][CH2:8][CH2:7]1.[Cl:21][C:22]1[CH:27]=[CH:26][CH:25]=[C:24]([Cl:28])[C:23]=1[CH2:29][CH:30]=[O:31].[Cl-].[NH4+]>CCCCCC.O1CCCC1>[CH:6]1([O:11][C:12]2[CH:13]=[C:14]([CH:30]([OH:31])[CH2:29][C:23]3[C:22]([Cl:21])=[CH:27][CH:26]=[CH:25][C:24]=3[Cl:28])[CH:15]=[CH:16][C:17]=2[O:18][CH3:19])[CH2:10][CH2:9][CH2:8][CH2:7]1 |f:3.4|. Procedure: A solution of butyl lithium in hexane (5.1 mL; 2.5 M) is treated with a solution of 3-cyclopentyloxy-4-methoxyphenyl bromide (3.45 g) in dry tetrahydrofuran (30 mL) at -70° C. and the solution is then stirred at -70° C. for 1 hour. It is then treated dropwise with 2,6-dichlorophenylacetaldehyde (2.4 g), while keeping the temperature below -60° C. When the addition is complete the temperature is allowed to rise to room temperature and the solution is stirred for a further 2 hours. The reaction mi... The product is CC(C)(C)OC(=O)Cc1ccc2ncnc(N)c2c1. As a reaction SMILES: [Br:1][c:2]1[cH:3][c:4]2[c:5]([NH2:12])[n:6][cH:7][n:8][c:9]2[cH:10][cH:11]1.[C:14]([CH3:15])([CH3:16])([CH3:17])[O:18][C:19]([CH2:20][Zn+:21])=[O:22].[CH2:28]1[O:29][CH2:30][CH2:31][CH2:32]1.[CH3:23][CH2:24][O:25][CH2:26][CH3:27].[Cl-:13].[O:35]=[C:36]([CH:37]=[CH:38][c:39]1[cH:40][cH:41][cH:42][cH:43][cH:44]1)[CH:45]=[CH:46][c:47]1[cH:48][cH:49][cH:50][cH:51][cH:52]1.[O:53]=[C:54]([CH:55]=[CH:56][c:57]1[cH:58][cH:59][cH:60][cH:61][cH:62]1)[CH:63]=[CH:64][c:65]1[cH:66][cH:67][cH:68][cH:69][cH:70]1.[O:71]=[C:72]([CH:73]=[CH:74][c:75]1[cH:76][cH:77][cH:78][cH:79][cH:80]1)[CH:81]=[CH:82][c:83]1[cH:84][cH:85][cH:86][cH:87][cH:88]1.[Pd:33].[Pd:34]>>[c:2]1([CH2:20][C:19]([O:18][C:14]([CH3:15])([CH3:16])[CH3:17])=[O:22])[cH:3][c:4]2[c:5]([NH2:12])[n:6][cH:7][n:8][c:9]2[cH:10][cH:11]1. Reactants: Nc1ncnc2ccc(Br)cc12, CC(C)(C)OC(=O)C[Zn+], C1CCOC1, CCOCC, [Cl-], O=C(C=Cc1ccccc1)C=Cc1ccccc1, O=C(C=Cc1ccccc1)C=Cc1ccccc1, O=C(C=Cc1ccccc1)C=Cc1ccccc1, [Pd], [Pd]. The product is O=C(Cn1ncc(-c2ccccc2)c1-c1ccccc1)NCCN1CCCCC1. Starting materials: CCN(C(C)C)C(C)C, NCCN1CCCCC1, CCOC(=O)Cn1ncc(-c2ccccc2)c1-c1ccccc1. As a reaction SMILES: [CH:33]([N:34]([CH:35]([CH3:36])[CH3:37])[CH2:38][CH3:39])([CH3:40])[CH3:41].[NH2:24][CH2:25][CH2:26][N:27]1[CH2:28][CH2:29][CH2:30][CH2:31][CH2:32]1.[c:1]1(-[c:7]2[cH:8][n:9][n:10]([CH2:18][C:19](=[O:20])[O:21][CH2:22][CH3:23])[c:11]2-[c:12]2[cH:13][cH:14][cH:15][cH:16][cH:17]2)[cH:2][cH:3][cH:4][cH:5][cH:6]1>>[c:1]1(-[c:7]2[cH:8][n:9][n:10]([CH2:18][C:19](=[O:20])[NH:24][CH2:25][CH2:26][N:27]3[CH2:28][CH2:29][CH2:30][CH2:31][CH2:32]3)[c:11]2-[c:12]2[cH:13][cH:14][cH:15][cH:16][cH:17]2)[cH:2][cH:3][cH:4][cH:5][cH:6]1. The reactants are CCCCCCBr, CN(C)C=O, [H-], CC(=O)Nc1ccc(N)cc1, [Na+]. Product: CCCCCCN(C(C)=O)c1ccc(N)cc1. Reaction SMILES: [Br:14][CH2:15][CH2:16][CH2:17][CH2:18][CH2:19][CH3:20].[CH3:21][N:22]([CH3:23])[CH:24]=[O:25].[H-:12].[NH2:1][c:2]1[cH:3][cH:4][c:5]([NH:6][C:7]([CH3:8])=[O:9])[cH:10][cH:11]1.[Na+:13]>>[NH2:1][c:2]1[cH:3][cH:4][c:5]([N:6]([C:7]([CH3:8])=[O:9])[CH2:15][CH2:16][CH2:17][CH2:18][CH2:19][CH3:20])[cH:10][cH:11]1. The reactants are C1(CCCCC1)P(C1=C(C=CC=C1)C1=C(C=C(C=C1C(C)C)C(C)C)C(C)C)C1CCCCC1 (2-dicyclohexylphosphino-2′,4′,6′-triisopropylbiphenyl), NC1=C(C(=O)OC(C)(C)C)C=CC(=C1)C1=CC=CC=C1 (tert-butyl 2-amino-4-phenylbenzoate), BrC1=CC=C(C=C1)N1CCOCC1 (4-(4-bromophenyl)morpholine), C([O-])([O-])=O.[Cs+].[Cs+] (cesium carbonate), C1(CCCCC1)P(C1=C(C=CC=C1)C1=C(C=C(C=C1C(C)C)C(C)C)C(C)C)C1CCCCC1 (2-dicyclohexylphosphino-2′,4′,6′-triisopropylbiphenyl), BrC1=CC=C(C=C1)N1CCOCC1 (4-(4-bromophenyl)morpholine), C([O-])([O-])=O.[Cs+].[Cs+] (cesium carbonate), C1(CCCCC1)P(C1=C(C=CC=C1)C1=C(C=C(C=C1C(C)C)C(C)C)C(C)C)C1CCCCC1 (2-dicyclohexylphosphino-2′,4′,6′-triisopropylbiphenyl). Reagents/catalysts: C(C)(=O)[O-].[Pd+2].C(C)(=O)[O-] (palladium acetate), C=1C=CC(=CC1)/C=C/C(=O)/C=C/C2=CC=CC=C2.C=1C=CC(=CC1)/C=C/C(=O)/C=C/C2=CC=CC=C2.C=1C=CC(=CC1)/C=C/C(=O)/C=C/C2=CC=CC=C2.[Pd].[Pd] (tris(dibenzylideneacetone)dipalladium(0)), C=1C=CC(=CC1)/C=C/C(=O)/C=C/C2=CC=CC=C2.C=1C=CC(=CC1)/C=C/C(=O)/C=C/C2=CC=CC=C2.C=1C=CC(=CC1)/C=C/C(=O)/C=C/C2=CC=CC=C2.[Pd].[Pd] (tris(dibenzylideneacetone)dipalladium(0)), C(C)(=O)[O-].[Pd+2].C(C)(=O)[O-] (palladium acetate), C=1C=CC(=CC1)/C=C/C(=O)/C=C/C2=CC=CC=C2.C=1C=CC(=CC1)/C=C/C(=O)/C=C/C2=CC=CC=C2.C=1C=CC(=CC1)/C=C/C(=O)/C=C/C2=CC=CC=C2.[Pd].[Pd] (tris(dibenzylideneacetone)dipalladium(0)). Solvent: C1(=CC=CC=C1)C (toluene). Conditions: temperature 110 celsius, time 6 hour. Yields the product O1CCN(CC1)C1=CC=C(NC2=C(C(=O)OC(C)(C)C)C=CC(=C2)C2=CC=CC=C2)C=C1 (tert-butyl 2-(4-morpholinoanilino)-4-phenylbenzoate). Reaction SMILES: [NH2:1][C:2]1[CH:14]=[C:13]([C:15]2[CH:20]=[CH:19][CH:18]=[CH:17][CH:16]=2)[CH:12]=[CH:11][C:3]=1[C:4]([O:6][C:7]([CH3:10])([CH3:9])[CH3:8])=[O:5].Br[C:22]1[CH:27]=[CH:26][C:25]([N:28]2[CH2:33][CH2:32][O:31][CH2:30][CH2:29]2)=[CH:24][CH:23]=1.C(=O)([O-])[O-].[Cs+].[Cs+].C1(P(C2CCCCC2)C2C=CC=CC=2C2C(C(C)C)=CC(C(C)C)=CC=2C(C)C)CCCCC1>C1C=CC(/C=C/C(/C=C/C2C=CC=CC=2)=O)=CC=1.C1C=CC(/C=C/C(/C=C/C2C=CC=CC=2)=O)=CC=1.C1C=CC(/C=C/C(/C=C/C2C=CC=CC=2)=O)=CC=1.[Pd].[Pd].C([O-])(=O)C.[Pd+2].C([O-])(=O)C.C1(C)C=CC=CC=1>[O:31]1[CH2:32][CH2:33][N:28]([C:25]2[CH:26]=[CH:27][C:22]([NH:1][C:2]3[CH:14]=[C:13]([C:15]4[CH:16]=[CH:17][CH:18]=[CH:19][CH:20]=4)[CH:12]=[CH:11][C:3]=3[C:4]([O:6][C:7]([CH3:10])([CH3:9])[CH3:8])=[O:5])=[CH:23][CH:24]=2)[CH2:29][CH2:30]1 |f:2.3.4,6.7.8.9.10,11.12.13|. Procedure details: To toluene 3.0 mL solution of tert-butyl 2-amino-4-phenylbenzoate 94 mg were added 4-(4-bromophenyl)morpholine 0.21 g, cesium carbonate 0.23 g, tris(dibenzylideneacetone)dipalladium(0) 3.2 mg and 2-dicyclohexylphosphino-2′,4′,6′-triisopropylbiphenyl 8.3 mg at room temperature, and it was stirred at 110° C. for 6 hours. After the reaction mixture was cooled to room temperature, palladium acetate 1.6 mg, tris(dibenzylideneacetone)dipalladium(0) 3.2 mg and 2-dicyclohexylphosphino-2′,4′,6′-triisopro...